Dataset: the Open Reaction Database (ORD), a public repository of structured organic reaction records. Task: describe an organic reaction: reactants, conditions, products, and yield Starting materials: BrC=1C(=NC(=NC1)Cl)NC(CNC(OC(C)(C)C)=O)(C)C (tert-butyl N-[2-[(5-bromo-2-chloro-pyrimidin-4-yl)amino]-2-methyl-propyl]carbamate), C(C)OC(C#C)OCC (3,3-diethoxyprop-1-yne), Pddba, ClC1=NC=C(C(=N1)NCCNC(OC(C)(C)C)=O)C#CC(OCC)OCC (tert-butyl N-[2-[[2-chloro-5-(3,3-diethoxyprop-1-ynyl)pyrimidin-4yl]amino]ethyl]carbamate). The product is ClC1=NC=C(C(=N1)NC1(CCCC1)CNC(OC(C)(C)C)=O)C#CC(OCC)OCC (tert-butyl N-[[1-[[2-chloro-5-(3,3-diethoxyprop-1-ynyl)pyrimidin-4-yl]amino]cyclopentyl]methyl]carbamate). As a reaction SMILES: Br[C:2]1[C:3]([NH:9][C:10]([CH3:21])([CH3:20])[CH2:11][NH:12][C:13](=[O:19])[O:14][C:15]([CH3:18])([CH3:17])[CH3:16])=[N:4][C:5]([Cl:8])=[N:6][CH:7]=1.[CH2:22]([O:24][CH:25]([O:28][CH2:29][CH3:30])[C:26]#[CH:27])[CH3:23].ClC1N=C(NCCNC(=O)OC(C)(C)C)[C:35](C#CC(OCC)OCC)=[CH:34]N=1>>[Cl:8][C:5]1[N:4]=[C:3]([NH:9][C:10]2([CH2:11][NH:12][C:13](=[O:19])[O:14][C:15]([CH3:18])([CH3:17])[CH3:16])[CH2:21][CH2:35][CH2:34][CH2:20]2)[C:2]([C:27]#[C:26][CH:25]([O:28][CH2:29][CH3:30])[O:24][CH2:22][CH3:23])=[CH:7][N:6]=1. Procedure: tert-butyl N-[[1-[[2-chloro-5-(3,3-diethoxyprop-1-ynyl)pyrimidin-4-yl]amino]cyclopentyl]methyl]carbamate is synthesized by treating tert-butyl N-[2-[(5-bromo-2-chloro-pyrimidin-4-yl)amino]-2-methyl-propyl]carbamate with 3,3-diethoxyprop-1-yne in the presence of a catalyst such as Pddba using similar experimental conditions as described for the synthesis of tert-butyl N-[2-[[2-chloro-5-(3,3-diethoxyprop-1-ynyl)pyrimidin-4yl]amino]ethyl]carbamate. LCMS (ESI) 453 (M+H). Reactants: [BH4-].[Na+] (sodium borohydride), CC(=O)C1=CC=C(C=C1)Cl (4-Chloroacetophenone), Cl (hydrochloric acid). Run in CO (methanol), CO (methanol). Run at time 8 hour. Product: ClC1=CC=C(C=C1)C(C)O (1-(4-chlorophenyl)ethanol). Reaction SMILES: [CH3:1][C:2]([C:4]1[CH:9]=[CH:8][C:7]([Cl:10])=[CH:6][CH:5]=1)=[O:3].[BH4-].[Na+].Cl>CO>[Cl:10][C:7]1[CH:8]=[CH:9][C:4]([CH:2]([OH:3])[CH3:1])=[CH:5][CH:6]=1 |f:1.2|. Reported procedure: 4-Chloroacetophenone (15.5 g, 100 mmoles) was dissolved in 100 ml of methanol, and a solution of 5.67 g (150 mmoles) of sodium borohydride in 250 ml of methanol was slowly added to the solution. The resulting solution was stirred overnight at room temperature. To the reaction mixture was added 1 N hydrochloric acid, and the organic layer was extracted with diethyl ether. The organic layer was collected and dried over anhydrous sodium sulfate, followed by concentration to obtain 1-(4-chlorophenyl... Reactants: COc1cccc2c(O)cccc12, COc1cc2nccc(Cl)c2cc1OC. The product is COc1cc2nccc(Oc3cccc4c(OC)cccc34)c2cc1OC. RXN SMILES: [CH3:16][O:17][c:18]1[c:19]2[cH:20][cH:21][cH:22][c:23]([OH:28])[c:24]2[cH:25][cH:26][cH:27]1.[Cl:1][c:2]1[cH:3][cH:4][n:5][c:6]2[cH:7][c:8]([O:14][CH3:15])[c:9]([O:12][CH3:13])[cH:10][c:11]12>>[c:2]1([O:28][c:23]2[cH:22][cH:21][cH:20][c:19]3[c:18]([O:17][CH3:16])[cH:27][cH:26][cH:25][c:24]32)[cH:3][cH:4][n:5][c:6]2[cH:7][c:8]([O:14][CH3:15])[c:9]([O:12][CH3:13])[cH:10][c:11]12. The reactants are C1(=CC=CC=C1)C(=CS(=O)(=O)C1=CC=CC=C1)C1=CC=CC=C1 (2,2-diphenyl1-(phenylsulfonyl) ethene), [Li]CCCC (n-BuLi), C=O (formaldehyde), C=O (paraformaldehyde). Run in C1CCOC1 (THF). Conditions: temperature -78 celsius, time 30 minute. The product is C1(=CC=CC=C1)C(=C(CO)S(=O)(=O)C1=CC=CC=C1)C1=CC=CC=C1 (3,3-Diphenyl-2-(phenylsulfonyl)-2-propenyl Alcohol). Isolated yield 34.0%. As a reaction SMILES: [C:1]1([C:7]([C:18]2[CH:23]=[CH:22][CH:21]=[CH:20][CH:19]=2)=[CH:8][S:9]([C:12]2[CH:17]=[CH:16][CH:15]=[CH:14][CH:13]=2)(=[O:11])=[O:10])[CH:6]=[CH:5][CH:4]=[CH:3][CH:2]=1.[Li]CCCC.[CH2:29]=[O:30]>C1COCC1>[C:1]1([C:7]([C:18]2[CH:23]=[CH:22][CH:21]=[CH:20][CH:19]=2)=[C:8]([S:9]([C:12]2[CH:13]=[CH:14][CH:15]=[CH:16][CH:17]=2)(=[O:10])=[O:11])[CH2:29][OH:30])[CH:2]=[CH:3][CH:4]=[CH:5][CH:6]=1. Procedure: To a stirred solution of 1.25 g (3.90 mmol) of 2,2-diphenyl1-(phenylsulfonyl) ethene in 20 mL of dry THF at -78° C., was added dropwise under a nitrogen atmosphere 2.8 mL of 1.4 M n-BuLi (3.90 mmol). The dark black solution was stirred at -78° C. for 30 minutes. Gaseous fomaldehyde, generated by heating paraformaldehyde at 170° C., was passed through a 5-mm tube into the reaction mixture with the aid of a slow stream of nitrogen at -78° C. for 30 minutes. The mixture was allowed to come to room ... The reactants are CC(C)(C)ON, CCN=C=NCCCN(CC)CC, ClCCl, COc1ccc(S(=O)(=O)NC(C(=O)O)C(C)O)cc1, CN1CCOCC1, Cl, Cl, O, On1nnc2ccccc21. The product is COc1ccc(S(=O)(=O)NC(C(=O)NOC(C)(C)C)C(C)O)cc1. RXN SMILES: [C:38]([CH3:39])([CH3:40])([CH3:41])[O:42][NH2:43].[CH2:45]([N:46]([CH2:47][CH2:48][CH2:49][N:50]=[C:51]=[N:52][CH2:53][CH3:54])[CH2:55][CH3:56])[CH3:57].[CH2:58]([Cl:59])[Cl:60].[CH3:1][O:2][c:3]1[cH:4][cH:5][c:6]([S:9](=[O:10])(=[O:11])[NH:12][CH:13]([CH:14]([OH:15])[CH3:16])[C:17](=[O:18])[OH:19])[cH:7][cH:8]1.[CH3:30][N:31]1[CH2:32][CH2:33][O:34][CH2:35][CH2:36]1.[ClH:37].[ClH:44].[OH2:61].[OH:20][n:21]1[c:22]2[cH:23][cH:24][cH:25][cH:26][c:27]2[n:28][n:29]1>>[CH3:1][O:2][c:3]1[cH:4][cH:5][c:6]([S:9](=[O:10])(=[O:11])[NH:12][CH:13]([CH:14]([OH:15])[CH3:16])[C:17](=[O:19])[NH:43][O:42][C:38]([CH3:39])([CH3:40])[CH3:41])[cH:7][cH:8]1. The product is C(C=C(C)C)OC(C=C(C)C)OCC=C(C)C (senecioaldehyde diprenyl acetal). Reactants: C(C=C(C)C)=O (senecioaldehyde), prenol, stannous chloride dihydrate. Isolated yield 281.0%. Run at temperature 100 celsius. The solvent is O (water). Procedure details: In a 300-ml three-necked flask equipped with a water separator, 84 g (1 mole) of senecioaldehyde, 190 g (2.2 moles) of prenol and 2 mg of stannous chloride dihydrate were charged. The resulting mixture was heated at 100° C. under the pressure of 90 mmHg for 6 hours in an argon atmosphere while removing the water formed from the reaction mixture by azeotropic distillation. When water was no longer distilled, the solvent (hexane) and unreacted starting materials were distilled off under reduced pr... Reaction SMILES: [CH:1](=[O:6])[CH:2]=[C:3]([CH3:5])[CH3:4]>O>[CH2:1]([O:6][CH:1]([O:6][CH2:1][CH:2]=[C:3]([CH3:5])[CH3:4])[CH:2]=[C:3]([CH3:5])[CH3:4])[CH:2]=[C:3]([CH3:5])[CH3:4]. Reactants: CCO, O=C(NCCNCc1cc2cc(OCc3ccccc3)ccc2o1)C12CC3CC(CC(C3)C1)C2. Product: O=C(NCCNCc1cc2cc(O)ccc2o1)C12CC3CC(CC(C3)C1)C2. RXN SMILES: [CH3:35][CH2:36][OH:37].[c:1]1([CH2:2][O:8][c:9]2[cH:10][cH:11][c:12]3[c:13]([cH:14][c:15]([CH2:17][NH:18][CH2:19][CH2:20][NH:21][C:22](=[O:23])[C:24]45[CH2:25][CH:26]6[CH2:27][CH:28]([CH2:29][CH:30]([CH2:31]4)[CH2:32]6)[CH2:33]5)[o:16]3)[cH:34]2)[cH:3][cH:4][cH:5][cH:6][cH:7]1>>[OH:8][c:9]1[cH:10][cH:11][c:12]2[c:13]([cH:14][c:15]([CH2:17][NH:18][CH2:19][CH2:20][NH:21][C:22](=[O:23])[C:24]34[CH2:25][CH:26]5[CH2:27][CH:28]([CH2:29][CH:30]([CH2:31]3)[CH2:32]5)[CH2:33]4)[o:16]2)[cH:34]1. Starting materials: C(C)(C)(C)OC(NCC1CCN(CC1)C1=NC=NC(=C1C#CC=1C=NC(=CC1)N)C)=O ({1-[5-(6-amino-pyridin-3-ylethynyl)-6-methyl-pyrimidin-4-yl]-piperidin-4-ylmethyl}-carbamic acid tert-butyl ester), Cl (HCl). Run in C(Cl)Cl (DCM), CO (MeOH), O1CCOCC1 (dioxane). Reaction conditions: temperature 50 celsius. The product is NCC1CCN(CC1)C1=NC=NC(=C1C#CC=1C=CC(=NC1)N)C (5-[4-(4-Aminomethyl-piperidin-1-yl)-6-methyl-pyrimidin-5-ylethynyl]-pyridin-2-ylamine). As a reaction SMILES: C(OC(=O)[NH:7][CH2:8][CH:9]1[CH2:14][CH2:13][N:12]([C:15]2[C:20]([C:21]#[C:22][C:23]3[CH:24]=[N:25][C:26]([NH2:29])=[CH:27][CH:28]=3)=[C:19]([CH3:30])[N:18]=[CH:17][N:16]=2)[CH2:11][CH2:10]1)(C)(C)C.Cl>C(Cl)Cl.CO.O1CCOCC1>[NH2:7][CH2:8][CH:9]1[CH2:14][CH2:13][N:12]([C:15]2[C:20]([C:21]#[C:22][C:23]3[CH:28]=[CH:27][C:26]([NH2:29])=[N:25][CH:24]=3)=[C:19]([CH3:30])[N:18]=[CH:17][N:16]=2)[CH2:11][CH2:10]1. Reported procedure: To a solution of 3.10 g (7.34 mmol) {1-[5-(6-amino-pyridin-3-ylethynyl)-6-methyl-pyrimidin-4-yl]-piperidin-4-ylmethyl}-carbamic acid tert-butyl ester in 20 mL DCM and 20 mL MeOH at RT is added 2.75 mL (11.0 mmol) 4 M HCl in dioxane. The reaction is to stirred over night at 50° C. The solvent is removed under reduced pressure and the residue is taken up in a small amount of MeOH. The precipitated product is filtered off and washed with few MeOH. After drying 3.06 g (95%) of the desired product is...